This data is from the Open Reaction Database (ORD), a public repository of structured organic reaction records. The task is: describe an organic reaction: reactants, conditions, products, and yield Reactants: BrC1=C2C(=NC=C1)N(C=C2C2=CC=C1CC(N(C1=C2)C)C)C (4-Bromo-3-(1,2-dimethylindolin-6-yl)-1-methyl-1H-pyrrolo[2,3-b]pyridine), CN1N=C(C=C1)S(=O)(=O)N (1-methyl-1H-pyrazole-3-sulfonamide), CC1(C2=C(C(=CC=C2)P(C3=CC=CC=C3)C4=CC=CC=C4)OC5=C(C=CC=C51)P(C6=CC=CC=C6)C7=CC=CC=C7)C (xantphos), C([O-])([O-])=O.[Cs+].[Cs+] (cesium carbonate). The reagents and catalysts are C=1C=CC(=CC1)/C=C/C(=O)/C=C/C2=CC=CC=C2.C=1C=CC(=CC1)/C=C/C(=O)/C=C/C2=CC=CC=C2.C=1C=CC(=CC1)/C=C/C(=O)/C=C/C2=CC=CC=C2.[Pd].[Pd] (Pd2(dba)3). Solvent: O1CCOCC1 (1,4-dioxane). Run at temperature 120 celsius. Product: CN1C(CC2=CC=C(C=C12)C1=CN(C2=NC=CC(=C21)NS(=O)(=O)C2=NN(C=C2)C)C)C (N-(3-(1,2-dimethylindolin-6-yl)-1-methyl-1H-pyrrolo[2,3-b]pyridin-4-yl)-1-methyl-1H-pyrazole-3-sulfonamide). Isolated yield 30.9%. Reaction SMILES: Br[C:2]1[CH:7]=[CH:6][N:5]=[C:4]2[N:8]([CH3:22])[CH:9]=[C:10]([C:11]3[CH:19]=[C:18]4[C:14]([CH2:15][CH:16]([CH3:21])[N:17]4[CH3:20])=[CH:13][CH:12]=3)[C:3]=12.[CH3:23][N:24]1[CH:28]=[CH:27][C:26]([S:29]([NH2:32])(=[O:31])=[O:30])=[N:25]1.CC1(C)C2C(=C(P(C3C=CC=CC=3)C3C=CC=CC=3)C=CC=2)OC2C(P(C3C=CC=CC=3)C3C=CC=CC=3)=CC=CC1=2.C(=O)([O-])[O-].[Cs+].[Cs+]>O1CCOCC1.C1C=CC(/C=C/C(/C=C/C2C=CC=CC=2)=O)=CC=1.C1C=CC(/C=C/C(/C=C/C2C=CC=CC=2)=O)=CC=1.C1C=CC(/C=C/C(/C=C/C2C=CC=CC=2)=O)=CC=1.[Pd].[Pd]>[CH3:20][N:17]1[C:18]2[C:14](=[CH:13][CH:12]=[C:11]([C:10]3[C:3]4[C:4](=[N:5][CH:6]=[CH:7][C:2]=4[NH:32][S:29]([C:26]4[CH:27]=[CH:28][N:24]([CH3:23])[N:25]=4)(=[O:31])=[O:30])[N:8]([CH3:22])[CH:9]=3)[CH:19]=2)[CH2:15][CH:16]1[CH3:21] |f:3.4.5,7.8.9.10.11|. Procedure details: 4-Bromo-3-(1,2-dimethylindolin-6-yl)-1-methyl-1H-pyrrolo[2,3-b]pyridine (541 mg, 1.519 mmol), 1-methyl-1H-pyrazole-3-sulfonamide (D94) (367 mg, 2.278 mmol), Pd2(dba)3 (139 mg, 0.152 mmol), xantphos (176 mg, 0.304 mmol) and cesium carbonate (1484 mg, 4.56 mmol) charged into a microwave vial and suspended in 1,4-dioxane (8.0 mL). The reaction mixture was degassed under nitrogen for 10 mins before subjected to microwave heating at 120° C. for 30 mins. The reaction mixture was then partitioned betwe... The reactants are [OH-].[K+] (potassium hydroxide), C1(=CC=C(C=C1)S(=O)(=O)OCCCCCCC1=CC=C(C=C1)C1=CC=C(C=C1)Br)C ((4′-Bromobiphenyl-4-yl)hexyl toluene-p-sulphonate), C1(CCC1)CO (cyclobutylmethanol). Solvent: CS(=O)C (DMSO), CS(=O)C (DMSO). Run at time 1 hour. Product: BrC1=CC=C(C=C1)C1=CC=C(C=C1)OCCCCCCOCC1CCC1 (4-Bromo-4′-[6-(cyclobutylmethoxy)hexyloxy]biphenyl). As a reaction SMILES: C1(C)C=CC(S(OCCCCCC[C:17]2[CH:22]=[CH:21][C:20]([C:23]3[CH:28]=[CH:27][C:26]([Br:29])=[CH:25][CH:24]=3)=[CH:19][CH:18]=2)(=O)=O)=CC=1.[OH-:31].[K+].[CH:33]1([CH2:37][OH:38])[CH2:36][CH2:35][CH2:34]1>CS(C)=O>[Br:29][C:26]1[CH:25]=[CH:24][C:23]([C:20]2[CH:19]=[CH:18][C:17]([O:31][CH2:21][CH2:22][CH2:17][CH2:18][CH2:19][CH2:20][O:38][CH2:37][CH:33]3[CH2:36][CH2:35][CH2:34]3)=[CH:22][CH:21]=2)=[CH:28][CH:27]=1 |f:1.2|. Reported procedure: A solution of (4′-Bromobiphenyl-4-yl)hexyl toluene-p-sulphonate (2.50 g, 5.0 mmol) from step 2 in DMSO (50 ml) was cooled to −5° C. and potassium hydroxide powder (Fluka, 1.03 g, 0.018 mol) was added and the mixture was stirred using a mechanical stirrer, a solution of cyclobutylmethanol (0.80 g, 10.0 mmol) in DMSO (15 ml) was added dropwise. The reaction mixture was kept at −5° C. for 1 h and then removed from the cooling bath for a further 2 h. The product was extracted in hexane (150 ml) and ... Reactants: C(O)([O-])=O.[Na+] (sodium hydrogencarbonate), ice, ClC1=CC(=CC=C1)C(=O)OO (m-chloroperbenzoic acid), NC1=C(CSC2=NC3=C(N2)CCCC3)C=CC=C1 (2-(2-aminobenzylthio)-4,5,6,7-tetrahydro-1H-benzimidazole). Run in C(Cl)(Cl)Cl (chloroform), C(Cl)(Cl)Cl (chloroform). Yields the product NC1=C(CS(=O)C2=NC3=C(N2)CCCC3)C=CC=C1 (2-(2-aminobenzylsulfinyl)-4,5,6,7-tetrahydro-1H-benzimidazole). Isolated yield 45.4%. As a reaction SMILES: [NH2:1][C:2]1[CH:18]=[CH:17][CH:16]=[CH:15][C:3]=1[CH2:4][S:5][C:6]1[NH:10][C:9]2[CH2:11][CH2:12][CH2:13][CH2:14][C:8]=2[N:7]=1.ClC1C=CC=C(C(OO)=[O:27])C=1.C(=O)([O-])O.[Na+]>C(Cl)(Cl)Cl>[NH2:1][C:2]1[CH:18]=[CH:17][CH:16]=[CH:15][C:3]=1[CH2:4][S:5]([C:6]1[NH:7][C:8]2[CH2:14][CH2:13][CH2:12][CH2:11][C:9]=2[N:10]=1)=[O:27] |f:2.3|. Procedure: To a solution of 1.3 g (5.0 mmol) of 2-(2-aminobenzylthio)-4,5,6,7-tetrahydro-1H-benzimidazole in 13 ml of chloroform was added under stirring and chilling with ice (5°-10° C.) 1.08 g (5.0 mmol) of 80% m-chloroperbenzoic acid for approx. 15 min. The mixture was further stirred for 15 min., and to the mixture was added saturated aqueous sodium hydrogencarbonate solution. Thus precipitated solid was collected by filtration and washed with two portions of water and one portion of acetonitrile. Ther...